The task is: describe an organic reaction: reactants, conditions, products, and yield. This data is from the Open Reaction Database (ORD), a public repository of structured organic reaction records. Reactants: C(C)(C)(C)OC(=O)N1CCN(CC1)C1=NC=C(C=C1Cl)C(F)(F)F (4-(3-chloro-5-trifluoromethylpyridin-2-yl)piperazine-1-carboxylic acid tert-butyl ester), C1(CCCCC1)P(C1=C(C=CC=C1)C1=C(C=CC=C1OC)OC)C1CCCCC1 (2-dicyclohexylphosphino-2′,6′-dimethoxybiphenyl), [F-].[K+] (potassium fluoride), CB(O)O (methylboronic acid). The reagents and catalysts are C(C)(=O)[O-].[Pd+2].C(C)(=O)[O-] (palladium (II) acetate). Run in O1CCCC1 (tetrahydrofuran), O (Water). Yields the product C(C)(C)(C)OC(=O)N1CCN(CC1)C1=NC=C(C=C1C)C(F)(F)F (4-(3-methyl-5-trifluoromethylpyridin-2-yl)piperazine-1-carboxylic acid tert-butyl ester). The yield is 403.6%. As a reaction SMILES: [C:1]([O:5][C:6]([N:8]1[CH2:13][CH2:12][N:11]([C:14]2[C:19](Cl)=[CH:18][C:17]([C:21]([F:24])([F:23])[F:22])=[CH:16][N:15]=2)[CH2:10][CH2:9]1)=[O:7])([CH3:4])([CH3:3])[CH3:2].[CH:25]1(P(C2CCCCC2)C2C=CC=CC=2C2C(OC)=CC=CC=2OC)CCCCC1.[F-].[K+].CB(O)O>C([O-])(=O)C.[Pd+2].C([O-])(=O)C.O.O1CCCC1>[C:1]([O:5][C:6]([N:8]1[CH2:13][CH2:12][N:11]([C:14]2[C:19]([CH3:25])=[CH:18][C:17]([C:21]([F:24])([F:23])[F:22])=[CH:16][N:15]=2)[CH2:10][CH2:9]1)=[O:7])([CH3:4])([CH3:3])[CH3:2] |f:2.3,5.6.7|. Procedure details: To 2,3-dichloro-5-trifluoromethylpyridine (25 g) were added 1-BOC-piperazine (23.84 g), potassium carbonate (32.08 g), N,N-dimethylformamide (50 mL) and toluene (50 mL), and the mixture was stirred at 100° C. for 8 hr. Water was added to the reaction mixture, and the mixture was extracted with ethyl acetate. The organic layer was washed with water and saturated brine, and the solvent was evaporated. The residue was purified by column chromatography (hexane:ethyl acetate) to give 4-(3-chloro-5-tr... Reactants: 4A, powder, C=1C=C[NH+]=CC1.[O-][Cr](=O)(=O)Cl (PCC), CCOCC (Et2O), C(CCCCCC)OC1=CC=C(C=C1)C1=CC=C(C=C1)CCCO (3-(4′-heptyloxybiphenyl-4-yl)propan-1-ol). The solvent is C(Cl)Cl (CH2Cl2). Run at time 2 hour. The product is C(CCCCCC)OC1=CC=C(C=C1)C1=CC=C(C=C1)CCC=O (3-(4′-heptyloxybiphenyl-4-yl)propionaldehyde). Yield: 109.1%. Reaction SMILES: [CH2:1]([O:8][C:9]1[CH:14]=[CH:13][C:12]([C:15]2[CH:20]=[CH:19][C:18]([CH2:21][CH2:22][CH2:23][OH:24])=[CH:17][CH:16]=2)=[CH:11][CH:10]=1)[CH2:2][CH2:3][CH2:4][CH2:5][CH2:6][CH3:7].C1C=C[NH+]=CC=1.[O-][Cr](Cl)(=O)=O.CCOCC>C(Cl)Cl>[CH2:1]([O:8][C:9]1[CH:14]=[CH:13][C:12]([C:15]2[CH:20]=[CH:19][C:18]([CH2:21][CH2:22][CH:23]=[O:24])=[CH:17][CH:16]=2)=[CH:11][CH:10]=1)[CH2:2][CH2:3][CH2:4][CH2:5][CH2:6][CH3:7] |f:1.2|. Procedure details: To a cold (0° C.) stirred solution of 3-(4′-heptyloxybiphenyl-4-yl)propan-1-ol (2.26 g, 6.92 mmol) in CH2Cl2 (60 ml) were added molecular sieves 4A powder (5.17 g) and PCC (5.25 g, 24.4 mmol). After being stirred for 2 h at room temperature, Et2O (20 ml) was added to the mixture. The reaction mixture was transferred to a short silica gel column and eluted with CH2Cl2. The eluate was concentrated in vacuo to give 3-(4′-heptyloxybiphenyl-4-yl)propionaldehyde (crude, 2.45 g) which was used for the ... Starting materials: CN(Cc1ccc(Cl)cc1C(=O)O)c1ccc(Cl)cn1, Cl, COC(=O)c1ccc(C(C)N)cc1. The product is COC(=O)c1ccc(C(C)NC(=O)c2cc(Cl)ccc2CN(C)c2ccc(Cl)cn2)cc1. Reaction SMILES: [Cl:1][c:2]1[cH:3][cH:4][c:5]([CH2:11][N:12]([CH3:13])[c:14]2[n:15][cH:16][c:17]([Cl:20])[cH:18][cH:19]2)[c:6]([C:7](=[O:8])[OH:9])[cH:10]1.[ClH:21].[NH2:22][CH:23]([CH3:24])[c:25]1[cH:26][cH:27][c:28]([C:29](=[O:30])[O:31][CH3:32])[cH:33][cH:34]1>>[Cl:1][c:2]1[cH:3][cH:4][c:5]([CH2:11][N:12]([CH3:13])[c:14]2[n:15][cH:16][c:17]([Cl:20])[cH:18][cH:19]2)[c:6]([C:7](=[O:9])[NH:22][CH:23]([CH3:24])[c:25]2[cH:26][cH:27][c:28]([C:29](=[O:30])[O:31][CH3:32])[cH:33][cH:34]2)[cH:10]1. Starting materials: BrC=1N(C=C(N1)C(=O)OC)COCC[Si](C)(C)C (methyl 2-bromo-1-((2-(trimethylsilyl)ethoxy)methyl)-1H-imidazole-4-carboxylate), O[Li].O (LiOH H2O). Run in C1CCOC1.CO.O (THF MeOH water). Run at time 2 hour. Product: BrC=1N(C=C(N1)C(=O)O)COCC[Si](C)(C)C (2-Bromo-1-((2-(trimethylsilyl)ethoxy)methyl)-1H-imidazole-4-carboxylic acid). Isolated yield 87.9%. RXN SMILES: [Br:1][C:2]1[N:3]([CH2:11][O:12][CH2:13][CH2:14][Si:15]([CH3:18])([CH3:17])[CH3:16])[CH:4]=[C:5]([C:7]([O:9]C)=[O:8])[N:6]=1.O[Li].O>C1COCC1.CO.O>[Br:1][C:2]1[N:3]([CH2:11][O:12][CH2:13][CH2:14][Si:15]([CH3:18])([CH3:17])[CH3:16])[CH:4]=[C:5]([C:7]([OH:9])=[O:8])[N:6]=1 |f:1.2,3.4.5|. Procedure: To a stirred solution of methyl 2-bromo-1-((2-(trimethylsilyl)ethoxy)methyl)-1H-imidazole-4-carboxylate (2.85 g, 8.50 mmol) in mixed solvents (THF/MeOH/water; 2:2:1; 50 mL) was added LiOH H2O (1.07 g, 25.5 mmol) at 0° C. The cold bath was removed and stirring was continued for 2 h. The reaction mixture was concentrated in vacuo, diluted with water and washed with MTBE. The aqueous layer was neutralized with 1.5N HCl and extracted with EtOAc (2×). The combined organic layers were dried over Na2SO... Starting materials: N=C(c1ccccc1)c1ccccc1, CCOC(C)=O, ClCCl, CC(N)c1nnc(-c2cc(N(C)CC3CC3C)nc(N(C)S(C)(=O)=O)c2)o1, O. The product is CC(N=C(c1ccccc1)c1ccccc1)c1nnc(-c2cc(N(C)CC3CC3C)nc(N(C)S(C)(=O)=O)c2)o1. Reaction SMILES: [C:28]([c:29]1[cH:30][cH:31][cH:32][cH:33][cH:34]1)([c:35]1[cH:36][cH:37][cH:38][cH:39][cH:40]1)=[NH:41].[CH3:46][CH2:47][O:48][C:49]([CH3:50])=[O:51].[Cl:42][CH2:43][Cl:44].[NH2:1][CH:2]([CH3:3])[c:4]1[n:5][n:6][c:7](-[c:9]2[cH:10][c:11]([N:22]([S:23](=[O:24])(=[O:25])[CH3:26])[CH3:27])[n:12][c:13]([N:15]([CH2:16][CH:17]3[CH:18]([CH3:20])[CH2:19]3)[CH3:21])[cH:14]2)[o:8]1.[OH2:45]>>[N:1]([CH:2]([CH3:3])[c:4]1[n:5][n:6][c:7](-[c:9]2[cH:10][c:11]([N:22]([S:23](=[O:24])(=[O:25])[CH3:26])[CH3:27])[n:12][c:13]([N:15]([CH2:16][CH:17]3[CH:18]([CH3:20])[CH2:19]3)[CH3:21])[cH:14]2)[o:8]1)=[C:28]([c:29]1[cH:30][cH:31][cH:32][cH:33][cH:34]1)[c:35]1[cH:36][cH:37][cH:38][cH:39][cH:40]1. The solvent is O1CCCC1 (tetrahydrofuran). RXN SMILES: [Cl:1][C:2]1[CH:32]=[CH:31][C:5]([CH2:6][N:7]2[C:15]3[C:10](=[CH:11][C:12]([CH:16]([CH3:18])[CH3:17])=[CH:13][CH:14]=3)[C:9]([S:19][C:20]([CH3:23])([CH3:22])[CH3:21])=[C:8]2[CH2:24][C:25]([CH3:30])([CH3:29])[C:26](O)=[O:27])=[CH:4][CH:3]=1.[H-].[Al+3].[Li+].[H-].[H-].[H-]>O1CCCC1>[Cl:1][C:2]1[CH:3]=[CH:4][C:5]([CH2:6][N:7]2[C:15]3[C:10](=[CH:11][C:12]([CH:16]([CH3:18])[CH3:17])=[CH:13][CH:14]=3)[C:9]([S:19][C:20]([CH3:21])([CH3:22])[CH3:23])=[C:8]2[CH2:24][C:25]([CH3:30])([CH3:29])[CH2:26][OH:27])=[CH:31][CH:32]=1 |f:1.2.3.4.5.6|. Reaction conditions: time 1 hour. Starting materials: ClC1=CC=C(CN2C(=C(C3=CC(=CC=C23)C(C)C)SC(C)(C)C)CC(C(=O)O)(C)C)C=C1 (1-(p Chlorobenzyl)-3-(t-butylthio)-α,α-dimethyl-5-(i-propyl)-indole-2-propanoic acid), solution, [H-].[Al+3].[Li+].[H-].[H-].[H-] (lithium aluminum hydride). Product: ClC1=CC=C(CN2C(=C(C3=CC(=CC=C23)C(C)C)SC(C)(C)C)CC(CO)(C)C)C=C1 (3-[1-(p-Chlorobenzyl)-3-(t-butylthio)-5-(i-propyl)-indole-2-yl]-2,2-dimethylpropanol). Procedure details: To a solution of 200 mg of methyl 1-(p-chlorobenzyl)-3-(t-butylthio)-α,α-dimethyl-5-(i-propyl)-indole-2-propanoate (from Example 25) in 1.5 mL tetrahydrofuran (THF) was added 0.4 ml of a solution of lithium aluminum hydride (1.0 M in THF) at 0° C. After 2h at 0° C., the reaction mixture was quenched with saturated aqueous Na2SO4, diluted with ether and stirred at room temperature for 1 h. The resultant slurry was filtered and the filtrate concentrated to dryness. The resultant oil was purified b... The reactants are O[C@H](C(=O)N)[C@H](C1=CC=CC=C1)N ((2S, 3S) 2-hydroxy-3-amino-3-phenylpropionamide), C(C)(=O)Cl (acetyl chloride). Run in C(C)O (ethanol). Product: Cl.O[C@H](C(=O)OCC)[C@H](C1=CC=CC=C1)N (ethyl (2S, 3S) 2-hydroxy-3-amino-3-phenylpropionate hydrochloride salt). Reaction SMILES: [OH:1][C@@H:2]([C@@H:6]([NH2:13])[C:7]1[CH:12]=[CH:11][CH:10]=[CH:9][CH:8]=1)[C:3](N)=[O:4].[C:14]([Cl:17])(=[O:16])[CH3:15]>C(O)C>[ClH:17].[OH:1][C@@H:2]([C@@H:6]([NH2:13])[C:7]1[CH:12]=[CH:11][CH:10]=[CH:9][CH:8]=1)[C:3]([O:16][CH2:14][CH3:15])=[O:4] |f:3.4|. Procedure: To a solution of 10.0 g of (2S, 3S) 2-hydroxy-3-amino-3-phenylpropionamide in 100 ml of ethanol was slowly added 16 ml of acetyl chloride at 0° C. The reaction mixture was refluxed for 40 h then cooled to room temperature. The reaction mixture was filtered to remove the ammonium chloride salt. The filtrate was concentrated to about one third of its original volume and diluted with 150 ml of ether. The precipitated product was filtered and washed with 100 ml of ether to give 10.9 g of ethyl (2S, ...